This data is from the Open Reaction Database (ORD), a public repository of structured organic reaction records. The task is: describe an organic reaction: reactants, conditions, products, and yield Starting materials: CC1=C(C=CC(=C1)C)N1CCN(CC1)C(=O)C=1C=NC(=CC1)I ([4-(2,4-dimethylphenyl)piperazin-1-yl](6-iodopyridin-3-yl)methanone), C[C@H]1NS(CC1)(=O)=O ((R)-3-methylisothiazolidine 1,1-dioxide). Product: CC1=C(C=CC(=C1)C)N1CCN(CC1)C(=O)C=1C=NC(=CC1)N1S(CC[C@H]1C)(=O)=O ((R)-[4-(2,4-dimethylphenyl)piperazin-1-yl][6-(3-methyl-1,1-dioxo-1λ6-isothiazolidin-2-yl)pyridin-3-yl]methanone). Yield: 29.4%. RXN SMILES: [CH3:1][C:2]1[CH:7]=[C:6]([CH3:8])[CH:5]=[CH:4][C:3]=1[N:9]1[CH2:14][CH2:13][N:12]([C:15]([C:17]2[CH:18]=[N:19][C:20](I)=[CH:21][CH:22]=2)=[O:16])[CH2:11][CH2:10]1.[CH3:24][C@@H:25]1[CH2:29][CH2:28][S:27](=[O:31])(=[O:30])[NH:26]1>>[CH3:1][C:2]1[CH:7]=[C:6]([CH3:8])[CH:5]=[CH:4][C:3]=1[N:9]1[CH2:14][CH2:13][N:12]([C:15]([C:17]2[CH:18]=[N:19][C:20]([N:26]3[C@H:25]([CH3:24])[CH2:29][CH2:28][S:27]3(=[O:31])=[O:30])=[CH:21][CH:22]=2)=[O:16])[CH2:11][CH2:10]1. Procedure: Using [4-(2,4-dimethylphenyl)piperazin-1-yl](6-iodopyridin-3-yl)methanone (341 mg) described in Preparation Example 162 and (R)-3-methylisothiazolidine 1,1-dioxide (123 mg) described in Preparation Example 2 and by the reaction and treatment in the same manner as in Example 1, the title compound (102 mg) was obtained. The reactants are FC=1C=CC=2C3=CC=CC=C3C(N(C2C1)C(=O)C1=C(C=C(C=C1)O)O)C (4-[(3-fluoro-6-methylphenanthridin-5(6H)-yl)carbonyl]benzene-1,3-diol), ( M ). The solvent is C(Cl)(Cl)Cl (CHCl3). The product is FC=1C=CC=2C3=CC=CC=C3[C@@H](N(C2C1)C(=O)C1=C(C=C(C=C1)O)O)C (4-{[(6S)-3-fluoro-6-methylphenanthridin-5(6H)-yl]carbonyl}benzene-1,3-diol). As a reaction SMILES: [F:1][C:2]1[CH:3]=[CH:4][C:5]2[C:6]3[C:11]([CH:12]([CH3:26])[N:13]([C:16]([C:18]4[CH:23]=[CH:22][C:21]([OH:24])=[CH:20][C:19]=4[OH:25])=[O:17])[C:14]=2[CH:15]=1)=[CH:10][CH:9]=[CH:8][CH:7]=3>C(Cl)(Cl)Cl>[F:1][C:2]1[CH:3]=[CH:4][C:5]2[C:6]3[C:11]([C@H:12]([CH3:26])[N:13]([C:16]([C:18]4[CH:23]=[CH:22][C:21]([OH:24])=[CH:20][C:19]=4[OH:25])=[O:17])[C:14]=2[CH:15]=1)=[CH:10][CH:9]=[CH:8][CH:7]=3. Reported procedure: The enantiomers of 4-[(3-fluoro-6-methylphenanthridin-5(6H)-yl)carbonyl]benzene-1,3-diol (800 mg, 2.29 mmol) were separated by automated, preparative, normal phase, chiral chromatography on a Chiralpak AS (20 mm×250 mm) column eluting with 15% isopropyl alcohol in hexane at a flow rate of 20 mL/min with. The fractions containing the second peak were combined and concentrated in vacuo, to provide one peak (99.3%) with a retention time of 9.345 minutes was isolated as a white solid (220 mg, 55% ba... The reactants are C(CCCC)ON=C(C(=O)OCC)C=1N=C(SC1)N (Ethyl 2-pentyloxyimino-2-(2-amino-1,3-thiazol-4-yl)acetate), [OH-].[Na+] (sodium hydroxide), ( 9-1 ), ( 9-2 ). The solvent is CO (methanol), O1CCCC1 (tetrahydrofuran). Product: C(CCCC)ON=C(C(=O)O)C=1N=C(SC1)N (2-pentyloxyimino-2-(2-amino-1,3-thiazol-4-yl)acetic acid). Yield: 86.9%. Reaction SMILES: [CH2:1]([O:6][N:7]=[C:8]([C:14]1[N:15]=[C:16]([NH2:19])[S:17][CH:18]=1)[C:9]([O:11]CC)=[O:10])[CH2:2][CH2:3][CH2:4][CH3:5].[OH-].[Na+]>CO.O1CCCC1>[CH2:1]([O:6][N:7]=[C:8]([C:14]1[N:15]=[C:16]([NH2:19])[S:17][CH:18]=1)[C:9]([OH:11])=[O:10])[CH2:2][CH2:3][CH2:4][CH3:5] |f:1.2|. Procedure details: Ethyl 2-pentyloxyimino-2-(2-amino-1,3-thiazol-4-yl)acetate (syn isomer) (28.6 g.) and 2 N sodium hydroxide aqueous solution (100.2 ml.) were reacted in a mixture of methanol (100 ml.) and tetrahydrofuran (100 ml.) according to similar manners to those of Preparation (9-1) and (9-2) to give 2-pentyloxyimino-2-(2-amino-1,3-thiazol-4-yl)acetic acid (syn isomer) (22.4 g.), mp 176° C. (dec.) The reactants are OS(=O)(=O)O (H2SO4), C(C)NCC (diethylamine), CC(C)(C)O (2-methylpropan-2-ol), BrCC(=O)C1=CC=C(C=C1)[N+](=O)[O-] (2-bromo-1-(4-nitrophenyl)ethanone), ClC1=C(C=C(C=C1)C(C)=O)[N+](=O)[O-] (1-(4-chloro-3-nitrophenyl)ethanone). The reagents and catalysts are [Cl-].[Zn+2].[Cl-] (zinc chloride). Run in C1=CC=CC=C1 (benzene). Conditions: time 2 hour. Product: ClC1=C(C=C(C=C1)C(CCC(=O)C1=CC=C(C=C1)[N+](=O)[O-])=O)[N+](=O)[O-] (1-(4-chloro-3-nitrophenyl)-4-(4-nitrophenyl)butane-1,4-dione). As a reaction SMILES: C(NCC)C.CC(O)(C)C.Br[CH2:12][C:13]([C:15]1[CH:20]=[CH:19][C:18]([N+:21]([O-:23])=[O:22])=[CH:17][CH:16]=1)=[O:14].[Cl:24][C:25]1[CH:30]=[CH:29][C:28]([C:31](=[O:33])[CH3:32])=[CH:27][C:26]=1[N+:34]([O-:36])=[O:35].OS(O)(=O)=O>C1C=CC=CC=1.[Cl-].[Zn+2].[Cl-]>[Cl:24][C:25]1[CH:30]=[CH:29][C:28]([C:31](=[O:33])[CH2:32][CH2:12][C:13]([C:15]2[CH:20]=[CH:19][C:18]([N+:21]([O-:23])=[O:22])=[CH:17][CH:16]=2)=[O:14])=[CH:27][C:26]=1[N+:34]([O-:36])=[O:35] |f:6.7.8|. Reported procedure: To a mixture of zinc chloride (39.1 g, 287 mmol) in benzene (215 mL) was added diethylamine (22.24 mL, 215 mmol) and 2-methylpropan-2-ol (20.57 mL, 215 mmol). The resulting mixture was stirred at rt for 2 h, and 2-bromo-1-(4-nitrophenyl)ethanone (35.0 g, 143 mmol) and 1-(4-chloro-3-nitrophenyl)ethanone (42.9 g, 215 mmol) were added in one portion. The resulting mixture was stirred at rt overnight. Added 5% aq. H2SO4 (50 mL) and stirred vigorously to induce precipitation. The resulting solid was ... Solvent: O1CCOCC1 (1,4-dioxane), O1CCOCC1 (1,4-dioxane). Run at temperature 62.5 celsius. Yields the product C(C)NC(=O)NC=1SC2=C(N1)C=C(C(=C2)C)O (1-ethyl-3-(5-hydroxy-6-methyl-benzothiazol-2-yl)-urea). Starting materials: NC=1SC2=C(N1)C=C(C(=C2)C)O (2-amino-6-methyl-benzothiazol-5-ol), C(C)N=C=O (ethylisocyanate). Yield: 60.9%. Procedure details: To the solution of 2-amino-6-methyl-benzothiazol-5-ol (0.20 g, 1.11 mmol) in 1,4-dioxane (5 mL) was added ethylisocyanate (0.13 mL, 1.68 mmol) at room temperature. The resulting mixture was heated to 60-65° C. for 16 h. After completion of reaction (TLC monitoring), 1,4-dioxane was distilled off and co-evaporated with hexane (twice). The solid residue was treated with water to 60-70° C. for 2-4 h. The resulting solid was filtered off and dried under vacuum to obtain the white solid compound (0.1... Reaction SMILES: [NH2:1][C:2]1[S:3][C:4]2[CH:10]=[C:9]([CH3:11])[C:8]([OH:12])=[CH:7][C:5]=2[N:6]=1.[CH2:13]([N:15]=[C:16]=[O:17])[CH3:14]>O1CCOCC1>[CH2:13]([NH:15][C:16]([NH:1][C:2]1[S:3][C:4]2[CH:10]=[C:9]([CH3:11])[C:8]([OH:12])=[CH:7][C:5]=2[N:6]=1)=[O:17])[CH3:14]. Starting materials: C(C)(=O)OCC (ethyl acetate), ClC1=CC=C(OCC(CN2N=CN=C2)O)C=C1 (1-(4-chlorophenoxy) 3-(1,2,4-triazol-1-yl)propan-2 ol), CC(=O)C.OS(=O)(=O)O.O=[Cr](=O)=O (Jones reagent), CC(=O)C.OS(=O)(=O)O.O=[Cr](=O)=O (Jones reagent), C([O-])(O)=O.[Na+] (sodium bicarbonate). Solvent: CC(=O)C (acetone). Product: ClC1=CC=C(OCC(CN2N=CN=C2)=O)C=C1 (1-(4-chlorophenoxy)-3-(1,2,4-triazol -1-yl)propan-2-one). RXN SMILES: [Cl:1][C:2]1[CH:17]=[CH:16][C:5]([O:6][CH2:7][CH:8]([OH:15])[CH2:9][N:10]2[CH:14]=[N:13][CH:12]=[N:11]2)=[CH:4][CH:3]=1.CC(C)=O.OS(O)(=O)=O.O=[Cr](=O)=O.C(OCC)(=O)C.C(=O)(O)[O-].[Na+]>CC(C)=O>[Cl:1][C:2]1[CH:3]=[CH:4][C:5]([O:6][CH2:7][C:8](=[O:15])[CH2:9][N:10]2[CH:14]=[N:13][CH:12]=[N:11]2)=[CH:16][CH:17]=1 |f:1.2.3,5.6|. Procedure: The 1-(4-chlorophenoxy) 3-(1,2,4-triazol-1-yl)propan-2 ol (3.0g) was dissolved in acetone (100ml) and treated with Jones reagent (3ml) for 3 h. To complete the oxidation, two subsequent additions of Jones reagent (0.5ml) were added. After cooling, ethyl acetate (150ml) was added and the reaction was neutralised by the addition of a saturated solution of sodium bicarbonate. The organic phase was separated, washed with water, dried and concentrated to dryness under reduced pressure. The residue wa...